From a dataset of the Open Reaction Database (ORD), a public repository of structured organic reaction records. describe an organic reaction: reactants, conditions, products, and yield Starting materials: O=C([O-])[O-], ClC1=Nc2nc(C3CCCC3)[nH]c2C2=NC(Cc3ccccc3)CN12, CN(C)C=O, [Cs+], [Cs+], N#C[K], O. Yields the product N#CC1=Nc2nc(C3CCCC3)[nH]c2C2=NC(Cc3ccccc3)CN12. Reaction SMILES: [C:26](=[O:27])([O-:28])[O-:29].[CH2:1]([c:2]1[cH:3][cH:4][cH:5][cH:6][cH:7]1)[CH:8]1[N:9]=[C:10]2[c:11]3[nH:12][c:13]([CH:21]4[CH2:22][CH2:23][CH2:24][CH2:25]4)[n:14][c:15]3[N:16]=[C:17]([Cl:20])[N:18]2[CH2:19]1.[CH3:36][N:37]([CH3:38])[CH:39]=[O:40].[Cs+:30].[Cs+:31].[K:32][C:33]#[N:34].[OH2:35]>>[CH2:1]([c:2]1[cH:3][cH:4][cH:5][cH:6][cH:7]1)[CH:8]1[N:9]=[C:10]2[c:11]3[nH:12][c:13]([CH:21]4[CH2:22][CH2:23][CH2:24][CH2:25]4)[n:14][c:15]3[N:16]=[C:17]([C:33]#[N:34])[N:18]2[CH2:19]1. Starting materials: ClCCOC(C1=C(NC(=C(C1C1=CC(=CC=C1)[N+](=O)[O-])C(CS(NC(C)C)(=O)=O)=O)C)C)=O (1,4-dihydro-5-[(isopropylsulfamoyl)acetyl]-2,6-dimethyl-4-(3-nitrophenyl)-nicotinic acid 2-chloroethyl ester), C(C)(=O)[O-].[Na+] (sodium acetate). The solvent is CN(C=O)C (dimethylformamide). Product: C(C)(=O)OCCOC(C1=C(NC(=C(C1C1=CC(=CC=C1)[N+](=O)[O-])C(CS(NC(C)C)(=O)=O)=O)C)C)=O (1,4-dihydro-5-[(isopropylsulfamoyl)acetyl]-2,6-dimethyl-4-(3-nitrophenyl)nicotinic acid 2-acetoxyethyl ester). Yield: 58.9%. RXN SMILES: Cl[CH2:2][CH2:3][O:4][C:5](=[O:33])[C:6]1[CH:11]([C:12]2[CH:17]=[CH:16][CH:15]=[C:14]([N+:18]([O-:20])=[O:19])[CH:13]=2)[C:10]([C:21](=[O:30])[CH2:22][S:23](=[O:29])(=[O:28])[NH:24][CH:25]([CH3:27])[CH3:26])=[C:9]([CH3:31])[NH:8][C:7]=1[CH3:32].[C:34]([O-:37])(=[O:36])[CH3:35].[Na+]>CN(C)C=O>[C:34]([O:37][CH2:2][CH2:3][O:4][C:5](=[O:33])[C:6]1[CH:11]([C:12]2[CH:17]=[CH:16][CH:15]=[C:14]([N+:18]([O-:20])=[O:19])[CH:13]=2)[C:10]([C:21](=[O:30])[CH2:22][S:23](=[O:29])(=[O:28])[NH:24][CH:25]([CH3:27])[CH3:26])=[C:9]([CH3:31])[NH:8][C:7]=1[CH3:32])(=[O:36])[CH3:35] |f:1.2|. Procedure details: A solution of 3.0 g of 1,4-dihydro-5-[(isopropylsulfamoyl)acetyl]-2,6-dimethyl-4-(3-nitrophenyl)-nicotinic acid 2-chloroethyl ester in 18 ml of dimethylformamide were treated under argon with 0.75 g of dry sodium acetate and the mixture was thereupon heated to reflux for 1 hour. The mixture was then concentrated to dryness under reduced pressure and the residue was partitioned between water and methylene chloride. The organic phase was washed with a saturated aqueous solution of sodium chloride,... Starting materials: NC(=CC(=O)OCC)C(C(F)(F)F)(F)F (ethyl 3-amino-4,4,5,5,5-pentafluoro-2-pentenoate), ClC1=CC(=C(C=C1OC(C)C)N=C=O)F (4-chloro-2-fluoro-5-isopropoxyphenyl isocyanate). The product is FC(C(F)(F)F)(C1=CC(NC(N1)=O)=O)F (6-pentafluoroethyl-2,4(1H,3H)-pyrimidinedione). RXN SMILES: [NH2:1][C:2]([C:9]([F:15])([F:14])[C:10]([F:13])([F:12])[F:11])=[CH:3][C:4](OCC)=[O:5].ClC1C(OC(C)C)=CC([N:27]=[C:28]=[O:29])=C(F)C=1>>[F:15][C:9]([F:14])([C:2]1[NH:1][C:28](=[O:29])[NH:27][C:4](=[O:5])[CH:3]=1)[C:10]([F:11])([F:12])[F:13]. Procedure: using ethyl 3-amino-4,4,5,5,5-pentafluoro-2-pentenoate and 4-chloro-2-fluoro-5-isopropoxyphenyl isocyanate there is obtained 3- 4-chloro-2-fluoro-5-isopropoxyphenyl)-6-pentafluoroethyl-2,4(1H,3H)-pyrimidinedione, m.p. 141°-143° C.;